From a dataset of the Open Reaction Database (ORD), a public repository of structured organic reaction records. describe an organic reaction: reactants, conditions, products, and yield The reactants are C(=O)(C(F)(F)F)O (TFA), C(C1=CC=CC=C1)NC([C@](COC)(C(=O)OC(C)(C)C)N)=O ((R)—N-benzyl-2-Boc-amino-3-methoxypropanamide), C(=O)(C(F)(F)F)O (TFA). Solvent: C(Cl)Cl (DCM). Conditions: time 2 hour. Product: N[C@@H](C(=O)NCC1=CC=CC=C1)COC ((R)-2-amino-N-benzyl-3-methoxypropanamide). As a reaction SMILES: [CH2:1]([NH:8][C:9](=[O:22])[C@@:10]([NH2:21])(C(OC(C)(C)C)=O)[CH2:11][O:12][CH3:13])[C:2]1[CH:7]=[CH:6][CH:5]=[CH:4][CH:3]=1.C(O)(C(F)(F)F)=O>C(Cl)Cl>[NH2:21][C@H:10]([CH2:11][O:12][CH3:13])[C:9]([NH:8][CH2:1][C:2]1[CH:7]=[CH:6][CH:5]=[CH:4][CH:3]=1)=[O:22]. Procedure details: (R)—N-benzyl-2-Boc-amino-3-methoxypropanamide (9.8 g, 31.8 mmol) was dissolved in 15 mL of DCM and then 15 mL of TFA was added to the solution. The mixture was stirred at room temperature for two hours. The solvent and TFA was removed by evaporation and a white solid was obtained (12.4, 100%). Upon analysis, it was determined that on average each molecule contained 1.6 TFA. 1H NMR (500 MHz, DMSO) δ 3.30 (s, 3H), 3.69 (m, 2H), 4.05 (m, 1H), 4.35 (m, 2H), 7.25 (m, 3H), 7.35 (m, 2H), 8.23 (br., 2H)... The reactants are Cl (hydrochloric acid), B (borane), solution, CC=1C=C(C#N)C=C(C1O)C (3,5-dimethyl-4-hydroxybenzonitrile). The solvent is O1CCCC1 (tetrahydrofuran), O1CCCC1 (tetrahydrofuran). Product: Cl.NCC1=CC(=C(C(=C1)C)O)C (4-(Aminomethyl)-2,6-dimethylphenol hydrochloride). Reaction SMILES: B.[CH3:2][C:3]1[CH:4]=[C:5]([CH:8]=[C:9]([CH3:12])[C:10]=1[OH:11])[C:6]#[N:7].[ClH:13]>O1CCCC1>[ClH:13].[NH2:7][CH2:6][C:5]1[CH:4]=[C:3]([CH3:2])[C:10]([OH:11])=[C:9]([CH3:12])[CH:8]=1 |f:4.5|. Procedure details: A solution of borane in tetrahydrofuran (27.1 ml of a 1M solution, 27.1 mmol) was added dropwise to a solution of 3,5-dimethyl-4-hydroxybenzonitrile (1.0 g, 6.79 mmol) in tetrahydrofuran (70 ml) and the resulting solution heated to reflux under a nitrogen atmosphere for 16 hours. The reaction was cooled to room temperature and treated with 6N hydrochloric acid (20 ml) and refluxed for a further 30 minutes. The reaction mixture was cooled to room temperature and the solvent removed in vacuo. Puri... Reactants: N[C@H]1CN(CC1)C1=NC(=C2N=CN(C2=N1)[C@H]1[C@@H]([C@@H]([C@H](C1)N1N=C(N=N1)CC)O)O)NCC(C1=CC=CC=C1)C1=CC=CC=C1 ((1R,2S,3R,5S)-3-[2-((R)-3-amino-pyrrolidin-1-yl)-6-(2,2-diphenyl-ethylamino)-purin-9-yl]-5-(5-ethyl-tetrazol-2-yl)-cyclopentane-1,2-diol), Cl.C1(=CC=CC=C1)C(CNC1=C2N=CN(C2=NC(=N1)N1C[C@@H](CC1)NC(=O)NCC1=NC=CC=C1)[C@H]1[C@@H]([C@@H]([C@H](C1)N1N=C(N=N1)CC)O)O)C1=CC=CC=C1 (1-((R)-1-{6-(2,2-Diphenyl-ethylamino)-9-[(1R,2S,3R,4S)-4-(5-ethyl-tetrazol-2-yl)-2,3-dihydroxy-cyclopentyl]-9H-purin-2-yl}-pyrrolidin-3-yl)-3-pyridin-2-ylmethyl-urea hydrochloride), N1=CN=C(C=C1)CN (C-pyrimidin-4-yl-methylamine). Yields the product Cl.C1(=CC=CC=C1)C(CNC1=C2N=CN(C2=NC(=N1)N1C[C@@H](CC1)NC(=O)NCC1=NC=NC=C1)[C@H]1[C@@H]([C@@H]([C@H](C1)N1N=C(N=N1)CC)O)O)C1=CC=CC=C1 (1-((R)-1-{6-(2,2-Diphenyl-ethylamino)-9-[(1R,2S,3R,4S)-4-(5-ethyl-tetrazol-2-yl)-2,3-dihydroxy-cyclopentyl]-9H-purin-2-yl}-pyrrolidin-3-yl)-3-pyrimidin-4-ylmethyl-urea hydrochloride). As a reaction SMILES: [NH2:1][C@@H]1CCN(C2N=C3C(N=CN3[C@@H]3C[C@H](N4N=NC(CC)=N4)[C@@H](O)[C@H]3O)=C(NCC(C3C=CC=CC=3)C3C=CC=CC=3)N=2)C1.[ClH:45].[C:46]1([CH:52]([C:94]2[CH:99]=[CH:98][CH:97]=[CH:96][CH:95]=2)[CH2:53][NH:54][C:55]2[N:63]=[C:62]([N:64]3[CH2:68][CH2:67][C@@H:66]([NH:69][C:70]([NH:72][CH2:73][C:74]4[CH:79]=[CH:78]C=[CH:76][N:75]=4)=[O:71])[CH2:65]3)[N:61]=[C:60]3[C:56]=2[N:57]=[CH:58][N:59]3[C@@H:80]2[CH2:84][C@H:83]([N:85]3[N:89]=[N:88][C:87]([CH2:90][CH3:91])=[N:86]3)[C@@H:82]([OH:92])[C@H:81]2[OH:93])[CH:51]=[CH:50][CH:49]=[CH:48][CH:47]=1.N1C=CC(CN)=NC=1>>[ClH:45].[C:94]1([CH:52]([C:46]2[CH:47]=[CH:48][CH:49]=[CH:50][CH:51]=2)[CH2:53][NH:54][C:55]2[N:63]=[C:62]([N:64]3[CH2:68][CH2:67][C@@H:66]([NH:69][C:70]([NH:72][CH2:73][C:74]4[CH:79]=[CH:78][N:1]=[CH:76][N:75]=4)=[O:71])[CH2:65]3)[N:61]=[C:60]3[C:56]=2[N:57]=[CH:58][N:59]3[C@@H:80]2[CH2:84][C@H:83]([N:85]3[N:89]=[N:88][C:87]([CH2:90][CH3:91])=[N:86]3)[C@@H:82]([OH:92])[C@H:81]2[OH:93])[CH:95]=[CH:96][CH:97]=[CH:98][CH:99]=1 |f:1.2,4.5|. Procedure details: This compound is prepared from ((1R,2S,3R,5S)-3-[2-((R)-3-amino-pyrrolidin-1-yl)-6-(2,2-diphenyl-ethylamino)-purin-9-yl]-5-(5-ethyl-tetrazol-2-yl)-cyclopentane-1,2-diol (Example 48) using a procedure analogous to that of 1-((R)-1-{6-(2,2-diphenyl-ethylamino)-9-[(1R,2S,3R,4S)-4-(5-ethyl-tetrazol-2-yl)-2,3-dihydroxy-cyclopentyl]-9H-purin-2-yl}-pyrrolidin-3-yl)-3-pyridin-2-ylmethyl-urea hydrochloride (Example 113) by replacing 2-aminomethyl pyridine with C-pyrimidin-4-yl-methylamine. MS (ES+) m/e 7... Starting materials: NC1=C(N=CN1C(C(C)OC(C)=O)CCCCCC)C(=O)N (5-amino-1-(2-acetyloxynon-3-yl)-1H-imidazole-4-carboxamide), Cl (hydrochloric acid). The solvent is C(C)O (ethanol). Run at time 24 hour. The product is Cl.NC1=C(N=CN1C(C(C)OC(C)=O)CCCCCC)C(=O)N (5-amino-1-(2-acetyloxynon-3-yl)-1H-imidazole-4-carboxamide hydrochloride). As a reaction SMILES: [NH2:1][C:2]1[N:6]([CH:7]([CH2:14][CH2:15][CH2:16][CH2:17][CH2:18][CH3:19])[CH:8]([O:10][C:11](=[O:13])[CH3:12])[CH3:9])[CH:5]=[N:4][C:3]=1[C:20]([NH2:22])=[O:21].[ClH:23]>C(O)C>[ClH:23].[NH2:1][C:2]1[N:6]([CH:7]([CH2:14][CH2:15][CH2:16][CH2:17][CH2:18][CH3:19])[CH:8]([O:10][C:11](=[O:13])[CH3:12])[CH3:9])[CH:5]=[N:4][C:3]=1[C:20]([NH2:22])=[O:21] |f:3.4|. Procedure: The product of step (a) (3.35 g) immediately above, was dissolved in ethanol (50 mls), cooled in an ice-bath, and one equivalent of 1 M hydrochloric acid was added. The solution was evaporated in vacuo and the residual oil re-dissolved in a minimum of ethanol at 30°. Sufficient ether was added to the stirred ethanolic solution to ensure complete precipitation and after stirring for 24 hours the title compound was obtained as a white solid (3.42 g; 49% overall), mp 179°-181° C.